From a dataset of the Open Reaction Database (ORD), a public repository of structured organic reaction records. describe an organic reaction: reactants, conditions, products, and yield Starting materials: CC(C)(C)OC(=O)c1ccccc1-c1ccc(CBr)cc1, CCCCc1nc2c([nH]1)C(=O)C(C)=C(C)C2=O, CN(C)C=O, [Cl-], [H-], [NH4+], [Na+]. Yields the product CCCCc1nc2c(n1Cc1ccc(-c3ccccc3C(=O)OC(C)(C)C)cc1)C(=O)C(C)=C(C)C2=O. Reaction SMILES: [C:20]([CH3:21])([CH3:22])([CH3:23])[O:24][C:25](=[O:26])[c:27]1[c:28](-[c:33]2[cH:34][cH:35][c:36]([CH2:39][Br:40])[cH:37][cH:38]2)[cH:29][cH:30][cH:31][cH:32]1.[CH2:1]([CH2:2][CH2:3][CH3:4])[c:5]1[n:6][c:7]2[c:8]([nH:9]1)[C:10](=[O:17])[C:11]([CH3:16])=[C:12]([CH3:15])[C:13]2=[O:14].[CH3:43][N:44]([CH3:45])[CH:46]=[O:47].[Cl-:41].[H-:18].[NH4+:42].[Na+:19]>>[CH2:1]([CH2:2][CH2:3][CH3:4])[c:5]1[n:6][c:7]2[c:8]([n:9]1[CH2:39][c:36]1[cH:35][cH:34][c:33](-[c:28]3[c:27]([C:25]([O:24][C:20]([CH3:21])([CH3:22])[CH3:23])=[O:26])[cH:32][cH:31][cH:30][cH:29]3)[cH:38][cH:37]1)[C:10](=[O:17])[C:11]([CH3:16])=[C:12]([CH3:15])[C:13]2=[O:14]. Yields the product C12CC\C=C\CC\C=C\CCC2O1 ((4E,8E)-13-oxabicyclo[10.1.0]trideca-4,8-diene). Isolated yield 79.0%. Starting materials: C/1=C\C\C=C\CC\C=C\CCC1 (E,E,E-1,4,8-cyclododecatriene), C([O-])(O)=O.[Na+] (sodium bicarbonate), ClC1=CC(=CC=C1)C(=O)OO (m-chloroperbenzoic acid). Procedure details: To a mechanically stirred solution of E,E,E-1,4,8-cyclododecatriene (22.5 g, 139 mmol, available commercially from Alfa Aesar) in methylene chloride (200 ml) was added sodium bicarbonate (12 g, 139 mmol). The mixture was cooled to 0° C. and m-chloroperbenzoic acid (24 g, 166 mmol) was added in small portions over 2 hours. The reaction mixture was stirred at 0° C. for 1 hour, then allowed to warm to ambient temperature. Filtration, washing with sodium hydrogen sulphate (2 portions of 30 ml 10% aq... Conditions: temperature 0 celsius, time 1 hour. Run in C(Cl)Cl (methylene chloride). RXN SMILES: [CH:1]1=[CH:2][CH2:3][CH:4]=[CH:5][CH2:6][CH2:7][CH:8]=[CH:9][CH2:10][CH2:11][CH2:12]1.C(=O)(O)[O-:14].[Na+].ClC1C=CC=C(C(OO)=O)C=1>C(Cl)Cl>[CH:1]12[O:14][CH:12]1[CH2:11][CH2:10][CH:9]=[CH:8][CH2:7][CH2:6][CH:5]=[CH:4][CH2:3][CH2:2]2 |f:1.2|.